describe an organic reaction: reactants, conditions, products, and yield From a dataset of the Open Reaction Database (ORD), a public repository of structured organic reaction records. The reactants are Brc1ccccn1, O=C(Nc1cccc2c1C(=O)N(C1CCNCC1)C2=O)c1ccc(Cl)s1, c1ccncc1. The product is O=C(Nc1cccc2c1C(=O)N(C1CCN(c3ccccn3)CC1)C2=O)c1ccc(Cl)s1. As a reaction SMILES: [Br:27][c:28]1[n:29][cH:30][cH:31][cH:32][cH:33]1.[Cl:1][c:2]1[cH:3][cH:4][c:5]([C:7](=[O:8])[NH:9][c:10]2[c:11]3[c:15]([cH:16][cH:17][cH:18]2)[C:14](=[O:19])[N:13]([CH:20]2[CH2:21][CH2:22][NH:23][CH2:24][CH2:25]2)[C:12]3=[O:26])[s:6]1.[cH:34]1[cH:35][cH:36][n:37][cH:38][cH:39]1>>[Cl:1][c:2]1[cH:3][cH:4][c:5]([C:7](=[O:8])[NH:9][c:10]2[c:11]3[c:15]([cH:16][cH:17][cH:18]2)[C:14](=[O:19])[N:13]([CH:20]2[CH2:21][CH2:22][N:23]([c:28]4[n:29][cH:30][cH:31][cH:32][cH:33]4)[CH2:24][CH2:25]2)[C:12]3=[O:26])[s:6]1. The reactants are C(C)(C)N1C=C2C[C@H]3N(C[C@@H](C[C@@H]3C=3C=CC=C1C32)C(=O)O)C ((8β)-1-isopropyl-6-methylergoline-8-carboxylic acid), C(=O)(N1C=NC=C1)N1C=NC=C1 (1,1'-carbonyldiimidazole), N[C@@H]1CC[C@H](CC1)N (trans-1,4-diaminocyclohexane), ice. Run in CN(C=O)C (dimethylformamide), CN(C=O)C (dimethylformamide). Run at time 3 hour. The product is N[C@@H]1CC[C@H](CC1)NC(=O)[C@H]1CN([C@@H]2CC3=CN(C4=CC=CC([C@H]2C1)=C34)C(C)C)C ((8β)-N-(trans-4-aminocyclohexyl)-1-isopropyl-6-methylergoline-8-carboxamide). The yield is 94.9%. As a reaction SMILES: [CH:1]([N:4]1[C:18]2[C:19]3[C:6]([CH2:7][C@@H:8]4[C@@H:13]([C:14]=3[CH:15]=[CH:16][CH:17]=2)[CH2:12][C@@H:11]([C:20](O)=[O:21])[CH2:10][N:9]4[CH3:23])=[CH:5]1)([CH3:3])[CH3:2].C(N1C=CN=C1)(N1C=CN=C1)=O.[NH2:36][C@H:37]1[CH2:42][CH2:41][C@H:40]([NH2:43])[CH2:39][CH2:38]1>CN(C)C=O>[NH2:36][C@H:37]1[CH2:42][CH2:41][C@H:40]([NH:43][C:20]([C@@H:11]2[CH2:12][C@H:13]3[C@@H:8]([CH2:7][C:6]4[C:19]5[C:18](=[CH:17][CH:16]=[CH:15][C:14]3=5)[N:4]([CH:1]([CH3:2])[CH3:3])[CH:5]=4)[N:9]([CH3:23])[CH2:10]2)=[O:21])[CH2:39][CH2:38]1. Reported procedure: To a solution of 10.07 g of (8β)-1-isopropyl-6-methylergoline-8-carboxylic acid in 300 ml of dimethylformamide were added 5.5 g of 1,1'-carbonyldiimidazole. After stirring at room temperature for 3 hours, this solution was added to a solution of 36.9 g of trans-1,4-diaminocyclohexane in 600 ml of dimethylformamide; the addition was made dropwise over a period of 3.5 hours. After the addition was complete, the reaction mixture was allowed to stir at room temperature overnight. The solution was po... Procedure details: tert-Butyl 2-amino-5,7-dihydro-4H-thieno[2,3-c]pyran-3-carboxylate (0.099 g, 0.39 mmol, 1 equiv.) and PhCONCS (0.06 mL, 0.4 mmol, 1 equiv.) were dissolved in THF (2 mL) and stirred at 50° C. for 16 h. The solvent was removed and the product was purified by preparatory HPLC (0-30% EtOAC:hexanes). The product was isolated as a white solid (0.131 g, 80% yield). 1H NMR (400 MHz, CDCl3) δ 14.75 (s, 1H), 9.21 (s, 1H), 7.92 (dd, J=5.2, 3.3 Hz, 2H), 7.64-7.57 (m, 1H), 7.54-7.46 (m, 2H), 4.71 (s, 2H), 3.... Conditions: temperature 50 celsius, time 16 hour. As a reaction SMILES: [NH2:1][C:2]1[S:10][C:5]2[CH2:6][O:7][CH2:8][CH2:9][C:4]=2[C:3]=1[C:11]([O:13][C:14]([CH3:17])([CH3:16])[CH3:15])=[O:12].[CH2:18]1[CH2:22][O:21][CH2:20][CH2:19]1>>[C:20]([NH:1][C:2](=[S:10])[NH:1][C:2]1[S:10][C:5]2[CH2:6][O:7][CH2:8][CH2:9][C:4]=2[C:3]=1[C:11]([O:13][C:14]([CH3:17])([CH3:16])[CH3:15])=[O:12])(=[O:21])[C:19]1[CH:18]=[CH:22][CH:11]=[CH:3][CH:4]=1. Yield: 80.0%. The product is C(C1=CC=CC=C1)(=O)NC(NC1=C(C2=C(COCC2)S1)C(=O)OC(C)(C)C)=S (tert-Butyl 2-(3-benzoylthioureido)-5,7-dihydro-4H-thieno[2,3-c]pyran-3-carboxylate). The reactants are NC1=C(C2=C(COCC2)S1)C(=O)OC(C)(C)C (tert-Butyl 2-amino-5,7-dihydro-4H-thieno[2,3-c]pyran-3-carboxylate), C1CCOC1 (THF). Starting materials: F[B-](F)(F)F, Cc1cc(C(C)(C)C)nc(C(C)(C)C)c1, COc1ccc(CNC(=O)c2cc([N+](=O)[O-])ccc2NC(C)CO)cc1OC, C[O+](C)C, ClCCCl. The product is COCC(C)Nc1ccc([N+](=O)[O-])cc1C(=O)NCc1ccc(OC)c(OC)c1. As a reaction SMILES: [B-:29]([F:30])([F:31])([F:32])[F:33].[C:38]([c:39]1[cH:40][c:41]([CH3:42])[cH:43][c:44]([C:45]([CH3:46])([CH3:47])[CH3:48])[n:49]1)([CH3:50])([CH3:51])[CH3:52].[CH3:1][O:2][c:3]1[cH:4][c:5]([CH2:6][NH:7][C:8]([c:9]2[c:10]([NH:18][CH:19]([CH2:20][OH:21])[CH3:22])[cH:11][cH:12][c:13]([N+:15](=[O:16])[O-:17])[cH:14]2)=[O:23])[cH:24][cH:25][c:26]1[O:27][CH3:28].[CH3:34][O+:35]([CH3:36])[CH3:37].[Cl:53][CH2:54][CH2:55][Cl:56]>>[CH3:1][O:2][c:3]1[cH:4][c:5]([CH2:6][NH:7][C:8]([c:9]2[c:10]([NH:18][CH:19]([CH2:20][O:21][CH3:34])[CH3:22])[cH:11][cH:12][c:13]([N+:15](=[O:16])[O-:17])[cH:14]2)=[O:23])[cH:24][cH:25][c:26]1[O:27][CH3:28].